From a dataset of the Open Reaction Database (ORD), a public repository of structured organic reaction records. describe an organic reaction: reactants, conditions, products, and yield RXN SMILES: [Br:1][c:2]1[c:3]2[c:4]3[c:8]([cH:9][cH:10]1)[N:7]([C:11]([c:12]1[cH:13][cH:14][cH:15][cH:16][cH:17]1)([c:18]1[cH:19][cH:20][cH:21][cH:22][cH:23]1)[c:24]1[cH:25][cH:26][cH:27][cH:28][cH:29]1)[CH2:6][CH:5]3[CH2:30][CH:31]([N:33]([CH2:34][CH2:35][CH3:36])[CH2:37][CH2:38][CH3:39])[CH2:32]2.[CH2:40]([Li:41])[CH2:42][CH2:43][CH3:44].[CH3:45][N:46]([CH:47]=[O:48])[CH3:49].[CH3:55][CH2:56][CH2:57][CH2:58][CH2:59][CH3:60].[O:50]1[CH2:51][CH2:52][CH2:53][CH2:54]1>>[c:2]1([CH:47]=[O:48])[c:3]2[c:4]3[c:8]([cH:9][cH:10]1)[N:7]([C:11]([c:12]1[cH:13][cH:14][cH:15][cH:16][cH:17]1)([c:18]1[cH:19][cH:20][cH:21][cH:22][cH:23]1)[c:24]1[cH:25][cH:26][cH:27][cH:28][cH:29]1)[CH2:6][CH:5]3[CH2:30][CH:31]([N:33]([CH2:34][CH2:35][CH3:36])[CH2:37][CH2:38][CH3:39])[CH2:32]2. Product: CCCN(CCC)C1Cc2c(C=O)ccc3c2C(C1)CN3C(c1ccccc1)(c1ccccc1)c1ccccc1. The reactants are CCCN(CCC)C1Cc2c(Br)ccc3c2C(C1)CN3C(c1ccccc1)(c1ccccc1)c1ccccc1, [Li]CCCC, CN(C)C=O, CCCCCC, C1CCOC1.